This data is from the Open Reaction Database (ORD), a public repository of structured organic reaction records. The task is: describe an organic reaction: reactants, conditions, products, and yield Reactants: Cl (HCl), C(=O)([O-])[O-].[Na+].[Na+] (Na2CO3), C1(=CC=CC=C1)C (toluene), [C-]#N.[Na+] (sodium cyanide), [Cu]C#N (copper(I) cyanide), C1(=CC=CC=C1)C (toluene). Solvent: CCOC(=O)C (EtOAc), O (water). Conditions: temperature 5 celsius, time 15 minute. Yields the product CC=1C=C(C#N)C=CC1OC1=CC=CC=C1 (3-Methyl-4-phenoxybenzonitrile). Isolated yield 17.0%. As a reaction SMILES: [C:1]([O-:4])([O-])=O.[Na+].[Na+].[C-]#N.[Na+].[Cu][C:11]#[N:12].Cl.[C:14]1([CH3:20])[CH:19]=[CH:18][CH:17]=[CH:16][CH:15]=1>O.CCOC(C)=O>[CH3:20][C:14]1[CH:19]=[C:18]([CH:17]=[CH:16][C:15]=1[O:4][C:1]1[CH:18]=[CH:19][CH:14]=[CH:15][CH:16]=1)[C:11]#[N:12] |f:0.1.2,3.4|. Procedure details: The amine prepared above (2.75 g, 13.8 mmol) was added to 2N HCl (20 mL), then cooled to 5° C., giving a thick purple slurry. A solution of sodium nitrite (0.84 g, 14.2 mmol) in water (2 mL) was added dropwise, keeping the reaction temperature -5° C. Addition of another small portion of sodium nitrite to the reaction resulted in a positive HONO test with a Kl-starch strip, so the pH was adjusted to 7-8 using solid Na2CO3. This solution was added in portions to a vigorously stirred mixture of tol... Starting materials: Grignard reagent, S(=O)(Cl)Cl (thionyl chloride), C(C)(C)(C)OC=1C=C(C=CC1OC(C)(C)C)Cl (3,4-di-tert-butoxyphenyl chloride), [Mg] (magnesium). Solvent: C1CCOC1 (THF). Yields the product C(C)(C)(C)OC=1C=C(C=CC1OC(C)(C)C)S(=O)C1=CC(=C(C=C1)OC(C)(C)C)OC(C)(C)C (bis(3,4-di-tert-butoxyphenyl) sulfoxide). Yield: 64.0%. Reaction SMILES: [C:1]([O:5][C:6]1[CH:7]=[C:8](Cl)[CH:9]=[CH:10][C:11]=1[O:12][C:13]([CH3:16])([CH3:15])[CH3:14])([CH3:4])([CH3:3])[CH3:2].[Mg].[S:19](Cl)(Cl)=[O:20]>C1COCC1>[C:1]([O:5][C:6]1[CH:7]=[C:8]([S:19]([C:8]2[CH:9]=[CH:10][C:11]([O:12][C:13]([CH3:14])([CH3:15])[CH3:16])=[C:6]([O:5][C:1]([CH3:4])([CH3:3])[CH3:2])[CH:7]=2)=[O:20])[CH:9]=[CH:10][C:11]=1[O:12][C:13]([CH3:16])([CH3:15])[CH3:14])([CH3:4])([CH3:3])[CH3:2]. Procedure details: A Grignard reagent was conventionally prepared using 3,4-di-tert-butoxyphenyl chloride, magnesium, and THF and further reacted with thionyl chloride, obtaining bis(3,4-di-tert-butoxyphenyl) sulfoxide in a yield of 64%. Then 58.9 g (0.12 mol) of bis(3,4-di-tert-butoxyphenyl) sulfoxide was dissolved in 120 g of THF and cooled in an ice water bath. Then 12.1 g (0.12 mol) of triethylamine was added thereto and 68.3 g (0.31 mol) of trimethylsilyl triflate was added dropwise in a controlled manner at ... Reactants: CCOC(C)=O, CC(=O)OC(C)=O, O=S(=O)(C=C1CN(C(c2ccc(Cl)cc2)c2ccc(Cl)cc2)C1)Cc1cccc(N2CCNCC2)c1, O, c1ccncc1. The product is CC(=O)N1CCN(c2cccc(CS(=O)(=O)C=C3CN(C(c4ccc(Cl)cc4)c4ccc(Cl)cc4)C3)c2)CC1. Reaction SMILES: [CH3:50][CH2:51][O:52][C:53](=[O:54])[CH3:55].[CH3:7][C:8]([O:9][C:11]([CH3:12])=[O:13])=[O:10].[Cl:14][c:15]1[cH:16][cH:17][c:18]([CH:21]([N:22]2[CH2:23][C:24](=[CH:26][S:27](=[O:28])(=[O:29])[CH2:30][c:31]3[cH:32][c:33]([N:37]4[CH2:38][CH2:39][NH:40][CH2:41][CH2:42]4)[cH:34][cH:35][cH:36]3)[CH2:25]2)[c:43]2[cH:44][cH:45][c:46]([Cl:49])[cH:47][cH:48]2)[cH:19][cH:20]1.[OH2:56].[cH:1]1[cH:2][cH:3][n:4][cH:5][cH:6]1>>[C:11]([CH3:12])(=[O:13])[N:40]1[CH2:39][CH2:38][N:37]([c:33]2[cH:32][c:31]([CH2:30][S:27]([CH:26]=[C:24]3[CH2:23][N:22]([CH:21]([c:18]4[cH:17][cH:16][c:15]([Cl:14])[cH:20][cH:19]4)[c:43]4[cH:44][cH:45][c:46]([Cl:49])[cH:47][cH:48]4)[CH2:25]3)(=[O:28])=[O:29])[cH:36][cH:35][cH:34]2)[CH2:42][CH2:41]1. Reactants: 2947(w), 1620(m), ( 100 ), ( 8 ), 717(m), C1=CC=CC2=NC=C3C=CC=CC3=C12 (Phenanthridine), BrCCBr (1,2-Dibromoethane), [K+].[Br-] (KBr), 763(s). Conditions: temperature 110 celsius, time 3 day. Product: [Br-].BrCCC1=CC=CC2=[NH+]C=C3C=CC=CC3=C12 (2-Bromo-ethyl-phenanthridinium bromide). The yield is 95.0%. Reaction SMILES: [CH:1]1[C:14]2[C:5](=[N:6][CH:7]=[C:8]3[C:13]=2[CH:12]=[CH:11][CH:10]=[CH:9]3)[CH:4]=[CH:3][CH:2]=1.[Br:15][CH2:16][CH2:17]Br.[K+].[Br-]>>[Br-:15].[Br:15][CH2:16][CH2:17][C:1]1[C:14]2[C:5](=[NH+:6][CH:7]=[C:8]3[C:13]=2[CH:12]=[CH:11][CH:10]=[CH:9]3)[CH:4]=[CH:3][CH:2]=1 |f:2.3,4.5|. Procedure: Phenanthridine (5.44 g; 30.4 mmol) was dissolved in 1,2-Dibromoethane (114.2 g; 52 ml; 608 mmol) and stirred at 110° C. for three days. During that time, a white precipitate was formed and was filtered off every 12 hours. After each filtration, the precipitate was rinsed with an additional 5 ml of 1,2-Dibromoethane and the mother liquor was stirred at 90° C. until the next filtration. The reaction was complete after ca. three days when no more precipitate formed. The filtrates were combined and ...